This data is from the Open Reaction Database (ORD), a public repository of structured organic reaction records. The task is: describe an organic reaction: reactants, conditions, products, and yield The reactants are COC(=O)c1ccc2nc(C(C)(C)C)ccc2c1, C1CCOC1, CO, [Na+], [OH-]. Product: CC(C)(C)c1ccc2cc(C(=O)O)ccc2n1. Reaction SMILES: [C:1]([CH3:2])([CH3:3])([CH3:4])[c:5]1[n:6][c:7]2[cH:8][cH:9][c:10]([C:15](=[O:16])[O:17][CH3:18])[cH:11][c:12]2[cH:13][cH:14]1.[CH2:23]1[O:24][CH2:25][CH2:26][CH2:27]1.[CH3:21][OH:22].[Na+:20].[OH-:19]>>[C:1]([CH3:2])([CH3:3])([CH3:4])[c:5]1[n:6][c:7]2[cH:8][cH:9][c:10]([C:15](=[O:16])[OH:17])[cH:11][c:12]2[cH:13][cH:14]1.